Dataset: the Open Reaction Database (ORD), a public repository of structured organic reaction records. Task: describe an organic reaction: reactants, conditions, products, and yield The reactants are ClC1=CC=C(N=N1)O[C@H]1CN2CCC1CC2 ((3R)-3-[(6-Chloropyridazin-3-yl)oxy]quinuclidine), product, (tBu3P)2 Pd, [F-].[Cs+] (CsF), O1CCOCC1 (dioxane). Reagents/catalysts: C=1C=CC(=CC1)/C=C/C(=O)/C=C/C2=CC=CC=C2.C=1C=CC(=CC1)/C=C/C(=O)/C=C/C2=CC=CC=C2.C=1C=CC(=CC1)/C=C/C(=O)/C=C/C2=CC=CC=C2.[Pd].[Pd] (Pd2(dba)3). The solvent is CCOC(=O)C (EtOAc). Yields the product CC1=NNC2=CC=C(C=C12)C1=CC=C(N=N1)O[C@H]1CN2CCC1CC2 ((R)-3-[6-(3-Methyl-1H-indazol-5-yl)-pyridazin-3-yloxy]-1-aza-bicyclo[2.2.2]octane). As a reaction SMILES: Cl[C:2]1[N:7]=[N:6][C:5]([O:8][C@@H:9]2[CH:14]3[CH2:15][CH2:16][N:11]([CH2:12][CH2:13]3)[CH2:10]2)=[CH:4][CH:3]=1.[F-].[Cs+].O1[CH2:24][CH2:23]OCC1>CCOC(C)=O.C1C=CC(/C=C/C(/C=C/C2C=CC=CC=2)=O)=CC=1.C1C=CC(/C=C/C(/C=C/C2C=CC=CC=2)=O)=CC=1.C1C=CC(/C=C/C(/C=C/C2C=CC=CC=2)=O)=CC=1.[Pd].[Pd]>[CH3:4][C:5]1[C:23]2[C:24](=[CH:10][CH:9]=[C:14]([C:2]3[N:7]=[N:6][C:5]([O:8][C@@H:9]4[CH:14]5[CH2:15][CH2:16][N:11]([CH2:12][CH2:13]5)[CH2:10]4)=[CH:4][CH:3]=3)[CH:13]=2)[NH:7][N:6]=1 |f:1.2,5.6.7.8.9|. Procedure: The product of Example 9A (120 mg, 0.5 mmol) was coupled with the product of Example 20A (278 mg, 0.7 mmol) under the catalysis of by Pd2(dba)3 (Aldrich, 24 mg, 0.025 mmol) and (tBu3P)2 Pd (Strem Chemicals, 26 mg, 0.05 mmol) with CsF (Strem Chemicals, 152 mg, 1 mmol) in dioxane (10 ml) at 80° C. under N2 for 16 hours. After the reaction went to completion, it was diluted with EtOAc (50 mL) and washed with brine (2×10 mL). The organic solution was concentrated under vacuum and the residue was tre... Reactants: C(C1=CC=CC=C1)OC=1C=CC(=C2C=CC(NC12)=O)C(CNC(CC1=CC(=CC=C1)OCCC12CC3CC(CC(C1)C3)C2)(C)C)O[Si](C)(C)C(C)(C)C (8-(benzyloxy)-5-(1-(tert-butyldimethylsilyloxy)-2-(2-methyl-1-(3-(2-(1-adamantyl)ethoxy)phenyl)propan-2-ylamino)ethyl)quinolin-2(1H)-one), [F-].C(CCC)[N+](CCCC)(CCCC)CCCC (tetrabutylammonium fluoride). The solvent is O1CCCC1 (tetrahydrofuran). Conditions: time 8 hour. Yields the product C(C1=CC=CC=C1)OC=1C=CC(=C2C=CC(NC12)=O)C(CNC(CC1=CC(=CC=C1)OCCC12CC3CC(CC(C1)C3)C2)(C)C)O (8-(benzyloxy)-5-(1-(hydroxy)-2-(2-methyl-1-(3-(2-(1-adamantyl)ethoxy)phenyl)propan-2-ylamino)ethyl)quinolin-2(1H)-one). The yield is 79.7%. RXN SMILES: [CH2:1]([O:8][C:9]1[CH:10]=[CH:11][C:12]([CH:20]([O:46][Si](C(C)(C)C)(C)C)[CH2:21][NH:22][C:23]([CH3:45])([CH3:44])[CH2:24][C:25]2[CH:30]=[CH:29][CH:28]=[C:27]([O:31][CH2:32][CH2:33][C:34]34[CH2:43][CH:38]5[CH2:39][CH:40]([CH2:42][CH:36]([CH2:37]5)[CH2:35]3)[CH2:41]4)[CH:26]=2)=[C:13]2[C:18]=1[NH:17][C:16](=[O:19])[CH:15]=[CH:14]2)[C:2]1[CH:7]=[CH:6][CH:5]=[CH:4][CH:3]=1.[F-].C([N+](CCCC)(CCCC)CCCC)CCC>O1CCCC1>[CH2:1]([O:8][C:9]1[CH:10]=[CH:11][C:12]([CH:20]([OH:46])[CH2:21][NH:22][C:23]([CH3:44])([CH3:45])[CH2:24][C:25]2[CH:30]=[CH:29][CH:28]=[C:27]([O:31][CH2:32][CH2:33][C:34]34[CH2:43][CH:38]5[CH2:37][CH:36]([CH2:42][CH:40]([CH2:39]5)[CH2:41]3)[CH2:35]4)[CH:26]=2)=[C:13]2[C:18]=1[NH:17][C:16](=[O:19])[CH:15]=[CH:14]2)[C:2]1[CH:7]=[CH:6][CH:5]=[CH:4][CH:3]=1 |f:1.2|. Procedure: To a solution of Intermediate 88 (0.748 g, 1.02 mmol) in tetrahydrofuran (15 mL) were added 0.546 g (1.73 mmol) of tetrabutylammonium fluoride. The reaction mixture was stirred at room temperature overnight. The solvent was removed under reduced pressure and the crude was partitioned between ethyl acetate and water. The organic layer was washed several times with water and the solvent was removed under reduced pressure. The crude was purified by column chromatography with silica gel, eluting wit... The reactants are O=C([O-])O, CCCCCCC=CC(=O)OC, CN(C)C=O, O=[N+]([O-])c1c[nH]cn1, [Na+], O. Product: CCCCCCC(CC(=O)OC)n1cnc([N+](=O)[O-])c1. RXN SMILES: [C:21](=[O:22])([OH:23])[O-:24].[C:9]([CH:10]=[CH:11][CH2:12][CH2:13][CH2:14][CH2:15][CH2:16][CH3:17])(=[O:18])[O:19][CH3:20].[CH3:26][N:27]([CH3:28])[CH:29]=[O:30].[N+:1](=[O:2])([O-:3])[c:4]1[n:5][cH:6][nH:7][cH:8]1.[Na+:25].[OH2:31]>>[N+:1](=[O:2])([O-:3])[c:4]1[n:5][cH:6][n:7]([CH:11]([CH2:10][C:9](=[O:18])[O:19][CH3:20])[CH2:12][CH2:13][CH2:14][CH2:15][CH2:16][CH3:17])[cH:8]1. The reactants are C1=CC=CC=2C3=CC=CC=C3C(C12)COC(=O)NC(C(=O)O)C(C)O (2-((((9H-fluoren-9-yl)methoxy)carbonyl)amino)-3-hydroxybutanoic acid), OS(=O)(=O)O (H2SO4), CO (MeOH). The product is C1=CC=CC=2C3=CC=CC=C3C(C12)COC(=O)NC(C(=O)OC)C(C)O (Methyl 2-((((9H-fluoren-9-yl)methoxy)carbonyl)amino)-3-hydroxybutanoate). RXN SMILES: [CH:1]1[C:13]2[CH:12]([CH2:14][O:15][C:16]([NH:18][CH:19]([CH:23]([OH:25])[CH3:24])[C:20]([OH:22])=[O:21])=[O:17])[C:11]3[C:6](=[CH:7][CH:8]=[CH:9][CH:10]=3)[C:5]=2[CH:4]=[CH:3][CH:2]=1.OS(O)(=O)=O.[CH3:31]O>>[CH:10]1[C:11]2[CH:12]([CH2:14][O:15][C:16]([NH:18][CH:19]([CH:23]([OH:25])[CH3:24])[C:20]([O:22][CH3:31])=[O:21])=[O:17])[C:13]3[C:5](=[CH:4][CH:3]=[CH:2][CH:1]=3)[C:6]=2[CH:7]=[CH:8][CH:9]=1. Reported procedure: To a solution of 2-((((9H-fluoren-9-yl)methoxy)carbonyl)amino)-3-hydroxybutanoic acid (5 g, 14.65 mmol) in MeOH (50 mL) was added H2SO4 (0.781 mL, 14.65 mmol). The reaction mixture was stirred at reflux overnight. The resulting mixture was cooled to room temperature and the solvent removed under reduced pressure. The crude material was adsorbed onto silica and purification by chromatography using a gradient of 0-100% EtOAc in iso-hexane afforded the title compound;